Task: describe an organic reaction: reactants, conditions, products, and yield. Dataset: the Open Reaction Database (ORD), a public repository of structured organic reaction records Reactants: C(C)(=O)OC1C2=CC=CC=C2OC=2C=CC=CC12 (9-acetoxyxanthene), CN(C)CC1NCCCC1 (2-(dimethylaminomethyl)-piperidine). The solvent is C1(=CC=CC=C1)C (toluene). Yields the product C1=CC=CC=2OC3=CC=CC=C3C(C12)N1C(CCCC1)CN(C)C (1-(9-xanthenyl)-2-(dimethylaminomethyl)-piperidine). As a reaction SMILES: C(O[CH:5]1[C:18]2[CH:17]=[CH:16][CH:15]=[CH:14][C:13]=2[O:12][C:11]2[C:6]1=[CH:7][CH:8]=[CH:9][CH:10]=2)(=O)C.[CH3:19][N:20]([CH2:22][CH:23]1[CH2:28][CH2:27][CH2:26][CH2:25][NH:24]1)[CH3:21]>C1(C)C=CC=CC=1>[CH:7]1[C:6]2[CH:5]([N:24]3[CH2:25][CH2:26][CH2:27][CH2:28][CH:23]3[CH2:22][N:20]([CH3:21])[CH3:19])[C:18]3[C:13](=[CH:14][CH:15]=[CH:16][CH:17]=3)[O:12][C:11]=2[CH:10]=[CH:9][CH:8]=1. Procedure: A solution of 3.5 g. (14.6 mmoles) of 9-acetoxyxanthene and 2.1 g. (14.8 mmoles) of 2-(dimethylaminomethyl)-piperidine in 50 ml. of toluene was refluxed for 40 hours. The mixture was then washed with sodium bicarbonate, dried and evaporated. Recrystallization of the residue from hexane afforded 1-(9-xanthenyl)-2-(dimethylaminomethyl)-piperidine, m.p. 81°-83°C. Product: O1COC2=C1C=CC(=C2)C=2C(=C(C=C1C=CC3=C(OCO3)C21)C(=O)N)C (9-(1,3-Benzodioxole-5-yl)-8-methyl-naptho[1,2-d]-1,3,-dioxole-7-carboxamide). Procedure details: WSC[1-Ethyl-3-(3-dimethylaminopropyl) carbodimide hydrochloride](33 mg) and ammonia (3N ethanol solution:0.14 ml) were added under ice-cooling to a DMF solution of 9-(1,3-benzodioxole-5yl)-8-methyl-naphtho[1,2-d]-1,3,-dioxole-7-carboxylic acid (50 mg) which was prepared in Reference Example 13. The mixture was stirred at room temperature for 2 hours, and the reaction was stopped with addition of water. The residue was purified with column chromatography (Silica-Gel 5 g, eluent:ethyl acetate-hexa... Reaction SMILES: N.C[N:3]([CH:5]=[O:6])C.[O:7]1[C:11]2[CH:12]=[CH:13][C:14]([C:16]3[C:17]([CH3:32])=[C:18](C(O)=O)[CH:19]=[C:20]4[C:28]=3[C:24]3[O:25][CH2:26][O:27][C:23]=3[CH:22]=[CH:21]4)=[CH:15][C:10]=2[O:9][CH2:8]1>O>[O:7]1[C:11]2[CH:12]=[CH:13][C:14]([C:16]3[C:17]([CH3:32])=[C:18]([C:5]([NH2:3])=[O:6])[CH:19]=[C:20]4[C:28]=3[C:24]3[O:25][CH2:26][O:27][C:23]=3[CH:22]=[CH:21]4)=[CH:15][C:10]=2[O:9][CH2:8]1. Solvent: O (water). Conditions: time 2 hour. The reactants are WSC[1-Ethyl-3-(3-dimethylaminopropyl) carbodimide hydrochloride], N (ammonia), CN(C)C=O (DMF), O1COC2=C1C=CC(=C2)C=2C(=C(C=C1C=CC3=C(OCO3)C21)C(=O)O)C (9-(1,3-benzodioxole-5yl)-8-methyl-naphtho[1,2-d]-1,3,-dioxole-7-carboxylic acid). Starting materials: C(C)(C)(C)OC(=O)N1CCC2=C(CC1)C(=C(C=C2)Cl)SC(N(C)C)=O (3-tert-butoxycarbonyl-7-chloro-6-dimethylcarbamoylthio-2,3,4,5-tetrahydro-1H-benzo[d]azepine), O1C[C@@H](CC1)OS(=O)(=O)C1=CC=C(C=C1)C ((R)-toluene-4-sulfonic acid tetrahydro-furan-3-yl ester). Yields the product Cl.ClC1=C(C2=C(CCNCC2)C=C1)SC1COCC1 ((+)-7-Chloro-6-(tetrahydrofuran-3-ylthio)-2,3,4,5-tetrahydro-1H-benzo[d]azepine Hydrochloride). Procedure: Use a method similar to the Example 332, using 3-tert-butoxycarbonyl-7-chloro-6-dimethylcarbamoylthio-2,3,4,5-tetrahydro-1H-benzo[d]azepine and (R)-toluene-4-sulfonic acid tetrahydro-furan-3-yl ester to give, after deprotection using a method similar to the General Procedure 1-4, the title compound as an off-white solid. MS (APCI+) m/z: 284 (M+H); [α]20D +32.5° (c 0.5, CH3OH); ee=95.7% [Chiral HPLC: Column: YMC ODS-AQ 120 Å 4.6×50 mm [S-3 μm]; eluent: gradient from 95:5 to 5:95 A/B; solvent A: w... RXN SMILES: C(OC([N:8]1[CH2:14][CH2:13][C:12]2[C:15]([S:20][C:21](=O)N(C)C)=[C:16]([Cl:19])[CH:17]=[CH:18][C:11]=2[CH2:10][CH2:9]1)=O)(C)(C)C.[O:26]1[CH2:30]C[C@@H:28](OS(C2C=CC(C)=CC=2)(=O)=O)[CH2:27]1>>[ClH:19].[Cl:19][C:16]1[CH:17]=[CH:18][C:11]2[CH2:10][CH2:9][NH:8][CH2:14][CH2:13][C:12]=2[C:15]=1[S:20][CH:21]1[CH2:28][CH2:27][O:26][CH2:30]1 |f:2.3|.